Dataset: the Open Reaction Database (ORD), a public repository of structured organic reaction records. Task: describe an organic reaction: reactants, conditions, products, and yield Reactants: S(=O)(Cl)Cl (thionyl chloride), OC=1C(=CC2=CC=CC=C2C1)C(=O)O (3-hydroxy-2-naphthoic acid). The solvent is C=1(C(=CC=CC1)C)C (xylene), C=1(C(=CC=CC1)C)C (xylene). Reaction conditions: time 3 hour. Product: OC=1C(=CC2=CC=CC=C2C1)C(=O)Cl (3-hydroxy-2-naphthoyl chloride). Isolated yield 585.5%. Reaction SMILES: [OH:1][C:2]1[C:3]([C:12]([OH:14])=O)=[CH:4][C:5]2[C:10]([CH:11]=1)=[CH:9][CH:8]=[CH:7][CH:6]=2.S(Cl)([Cl:17])=O>C1(C)C(C)=CC=CC=1>[OH:1][C:2]1[C:3]([C:12]([Cl:17])=[O:14])=[CH:4][C:5]2[C:10]([CH:11]=1)=[CH:9][CH:8]=[CH:7][CH:6]=2. Procedure: 494.0 g (2.63 mol) of 3-hydroxy-2-naphthoic acid and 2470.0 g=2872 ml of xylene are initially introduced into a 2 l four-necked flask having an internal thermometer, gas removal tube and stirrer, 6.0 g of N,N'-dimethylformamide are added, 328.0 g=201.1 ml (2.76 mol) of thionyl chloride are metered in at 47°-50°0C. over the course of 1 h and the mixture is subsequently stirred for 3 h until evolution of gas has ended. 3181.8 g of 3-hydroxy-2-naphthoyl chloride are obtained as a clear solution in ... Starting materials: ice, C(C)(=O)OC1[C@H](OC(C2=CC=CC=C2)=O)[C@H](OC(C2=CC=CC=C2)=O)[C@@H](O1)COC(C1=CC=CC=C1)=O (1-O-acetyl-2,3,5-tri-O-benzoyl-L-lyxofuranose), C(C)(=O)OCC (Ethyl acetate), FC1=NC(=C2NC=NC2=N1)N (2-fluoroadenine), S(=O)(=O)([O-])[O-].[NH4+].[NH4+] (ammonium sulfate), S(=O)(=O)([O-])[O-].[NH4+].[NH4+] (ammonium sulfate), stannic chloride. The solvent is C(C)#N (acetonitrile), C[Si](N[Si](C)(C)C)(C)C (1,1,1,3,3,3-hexamethyldisilazane), ClCCl (dichloromethane). Conditions: time 24 hour. Product: FC1=NC(=C2N=CN(C2=N1)[C@H]1[C@H](OC(C2=CC=CC=C2)=O)[C@H](OC(C2=CC=CC=C2)=O)[C@@H](O1)COC(C1=CC=CC=C1)=O)N (2-Fluoro-9-(2,3,5-tri-O-benzoyl-α-L-lyxofuranosyl)-9H-purin-6-amine). As a reaction SMILES: [F:1][C:2]1[N:10]=[C:9]2[C:5]([NH:6][CH:7]=[N:8]2)=[C:4]([NH2:11])[N:3]=1.S([O-])([O-])(=O)=O.[NH4+].[NH4+].C(O[CH:23]1[O:45][C@@H:44]([CH2:46][O:47][C:48](=[O:55])[C:49]2[CH:54]=[CH:53][CH:52]=[CH:51][CH:50]=2)[C@@H:34]([O:35][C:36](=[O:43])[C:37]2[CH:42]=[CH:41][CH:40]=[CH:39][CH:38]=2)[C@H:24]1[O:25][C:26](=[O:33])[C:27]1[CH:32]=[CH:31][CH:30]=[CH:29][CH:28]=1)(=O)C.C(OCC)(=O)C>C[Si](C)(C)N[Si](C)(C)C.C(#N)C.ClCCl>[F:1][C:2]1[N:10]=[C:9]2[C:5]([N:6]=[CH:7][N:8]2[C@@H:23]2[O:45][C@@H:44]([CH2:46][O:47][C:48](=[O:55])[C:49]3[CH:54]=[CH:53][CH:52]=[CH:51][CH:50]=3)[C@@H:34]([O:35][C:36](=[O:43])[C:37]3[CH:42]=[CH:41][CH:40]=[CH:39][CH:38]=3)[C@H:24]2[O:25][C:26](=[O:33])[C:27]2[CH:28]=[CH:29][CH:30]=[CH:31][CH:32]=2)=[C:4]([NH2:11])[N:3]=1 |f:1.2.3|. Procedure: A suspension of a 2-fluoroadenine (107.8 mg, 0.70 mmol) and ammonium sulfate (5.3 mg) in 1,1,1,3,3,3-hexamethyldisilazane (HMDS) (10 ml) is refluxed under argon for 7 h. More ammonium sulfate (4.6 mg) is added, and reflux is continued for 24 h. After cooling the reaction mixture to room temperature, the HMDS is removed in vacuo, and the residue is co-evaporated with anhydrous toluene (3×3 ml). To this material is added 1-O-acetyl-2,3,5-tri-O-benzoyl-L-lyxofuranose (212 mg, 0.42 mmol) dissolved i... The reactants are BrCC1=C(C=C(C#N)C=C1)F (4-(bromomethyl)-3-fluorobenzonitrile), NC(=S)N (thiourea). Run in C(C)O (ethyl alcohol). Reaction conditions: time 20 hour. Product: FC=1C=C(C#N)C=CC1CS (3-Fluoro-4-(mercaptomethyl)benzonitrile). As a reaction SMILES: Br[CH2:2][C:3]1[CH:10]=[CH:9][C:6]([C:7]#[N:8])=[CH:5][C:4]=1[F:11].NC(N)=[S:14]>C(O)C>[F:11][C:4]1[CH:5]=[C:6]([CH:9]=[CH:10][C:3]=1[CH2:2][SH:14])[C:7]#[N:8]. Reported procedure: A mixture of 4-(bromomethyl)-3-fluorobenzonitrile (0.8 g, 3.7 mmol) and thiourea (0.57 g, 7.4 mmol) in ethyl alcohol (EtOH; 20 mL) was heated to reflux for 1 h. The progress of the reaction was monitored by TLC; the reaction mixture was cooled to RT and concentrated under reduced pressure. The residue was washed with EtOAc (50 mL), treated with 1.6 N NaOH and stirred for 20 h at RT. The reaction mixture was adjusted to pH˜4 with concentrated HCl and diluted with Et2O (50 mL). The organic layer w... Reactants: CCN(CC)c1ccccc1, CC(=O)Cl, CN1CCCC1=O, Cn1ccnc1Sc1ccc(Nc2c(C#N)cnc3cc(N4CCC(N5CCCC5)CC4)c(N)cc23)cc1Cl. RXN SMILES: [CH2:40]([N:41]([CH2:42][CH3:43])[c:44]1[cH:45][cH:46][cH:47][cH:48][cH:49]1)[CH3:50].[CH3:51][C:52]([Cl:53])=[O:54].[CH3:55][N:56]1[CH2:57][CH2:58][CH2:59][C:60]1=[O:61].[Cl:1][c:2]1[cH:3][c:4]([NH:15][c:16]2[c:17]([C:38]#[N:39])[cH:18][n:19][c:20]3[cH:21][c:22]([N:27]4[CH2:28][CH2:29][CH:30]([N:33]5[CH2:34][CH2:35][CH2:36][CH2:37]5)[CH2:31][CH2:32]4)[c:23]([NH2:26])[cH:24][c:25]23)[cH:5][cH:6][c:7]1[S:8][c:9]1[n:10]([CH3:14])[cH:11][cH:12][n:13]1>>[Cl:1][c:2]1[cH:3][c:4]([NH:15][c:16]2[c:17]([C:38]#[N:39])[cH:18][n:19][c:20]3[cH:21][c:22]([N:27]4[CH2:28][CH2:29][CH:30]([N:33]5[CH2:34][CH2:35][CH2:36][CH2:37]5)[CH2:31][CH2:32]4)[c:23]([NH:26][C:52]([CH3:51])=[O:54])[cH:24][c:25]23)[cH:5][cH:6][c:7]1[S:8][c:9]1[n:10]([CH3:14])[cH:11][cH:12][n:13]1. The product is CC(=O)Nc1cc2c(Nc3ccc(Sc4nccn4C)c(Cl)c3)c(C#N)cnc2cc1N1CCC(N2CCCC2)CC1. Reactants: CC(=O)O[BH-](OC(C)=O)OC(C)=O, CC(=O)O, O=C1CCN(c2ccc(F)c3cccnc23)CC1, c1cnc2c(N3CCNCC3)cccc2c1, [Na+]. The product is Fc1ccc(N2CCC(N3CCN(c4cccc5cccnc45)CC3)CC2)c2ncccc12. Reaction SMILES: [C:35]([O:36][BH-:37]([O:38][C:39](=[O:40])[CH3:41])[O:42][C:43](=[O:44])[CH3:45])(=[O:46])[CH3:47].[CH3:49][C:50](=[O:51])[OH:52].[F:1][c:2]1[c:3]2[cH:4][cH:5][cH:6][n:7][c:8]2[c:9]([N:12]2[CH2:13][CH2:14][C:15](=[O:18])[CH2:16][CH2:17]2)[cH:10][cH:11]1.[N:19]1([c:25]2[cH:26][cH:27][cH:28][c:29]3[cH:30][cH:31][cH:32][n:33][c:34]23)[CH2:20][CH2:21][NH:22][CH2:23][CH2:24]1.[Na+:48]>>[F:1][c:2]1[c:3]2[cH:4][cH:5][cH:6][n:7][c:8]2[c:9]([N:12]2[CH2:13][CH2:14][CH:15]([N:22]3[CH2:21][CH2:20][N:19]([c:25]4[cH:26][cH:27][cH:28][c:29]5[cH:30][cH:31][cH:32][n:33][c:34]45)[CH2:24][CH2:23]3)[CH2:16][CH2:17]2)[cH:10][cH:11]1.